describe an organic reaction: reactants, conditions, products, and yield From a dataset of the Open Reaction Database (ORD), a public repository of structured organic reaction records. The reactants are FC1=C(C#N)C(=CC(=C1)C1=CC=NN1)F (2,6-difluoro-4-(1H-pyrazol-5-yl)-benzonitrile), OC[C@H](C)NC(OC(C)(C)C)=O ((S)-tert-butyl 1-hydroxypropan-2-ylcarbamate), C1(=CC=CC=C1)P(C1=CC=CC=C1)C1=CC=CC=C1 (triphenylphosphine), CC(C)OC(=O)/N=N/C(=O)OC(C)C (DIAD). The product is N[C@H](CN1N=C(C=C1)C1=CC(=C(C#N)C(=C1)F)F)C ((S)-4-(1-(2-aminopropyl)-1H-pyrazol-3-yl)-2,6-difluorobenzonitrile). Isolated yield 39.4%. RXN SMILES: [F:1][C:2]1[CH:9]=[C:8]([C:10]2[NH:14][N:13]=[CH:12][CH:11]=2)[CH:7]=[C:6]([F:15])[C:3]=1[C:4]#[N:5].O[CH2:17][C@@H:18]([NH:20]C(=O)OC(C)(C)C)[CH3:19].C1(P(C2C=CC=CC=2)C2C=CC=CC=2)C=CC=CC=1.CC(OC(/N=N/C(OC(C)C)=O)=O)C>>[NH2:20][C@@H:18]([CH3:19])[CH2:17][N:13]1[CH:12]=[CH:11][C:10]([C:8]2[CH:7]=[C:6]([F:15])[C:3]([C:4]#[N:5])=[C:2]([F:1])[CH:9]=2)=[N:14]1. Procedure details: The title compound was prepared from 2,6-difluoro-4-(1H-pyrazol-5-yl)-benzonitrile (1.39 g, 6.78 mmol) and (S)-tert-butyl 1-hydroxypropan-2-ylcarbamate (1.423 g, 8.12 mmol), triphenylphosphine (2.129 g, 8.12 mmol) and DIAD (1.578 ml, 8.12 mmol) using the method of Example 34(c) affording 0.70 g of the title compound. 1H-NMR (400 MHz; d6-DMSO): δ 0.95 (d, 3H), 3.22 (m, 1H), 4.01 (m, 2H), 7.02 (d, 1H), 7.78 (m, 1H), 7.81 (m, 1H), 7.88 (d, 1H).